Dataset: the Open Reaction Database (ORD), a public repository of structured organic reaction records. Task: describe an organic reaction: reactants, conditions, products, and yield Starting materials: ClC1=NC2=CC=CC=C2C(=N1)Cl (2,4-dichloroquinazoline), C1(CCCC2=CC=CC=C12)N (1,2,3,4-tetrahydro-1-naphthylamine), CC1=NNC(=C1)C (3,5-dimethylpyrazole). Product: Cl.CC1=NN(C(=C1)C)C1=NC2=CC=CC=C2C(=N1)NC1CCCC2=CC=CC=C12 ([2-(3,5-Dimethyl-pyrazol-1-yl)-quinazolin-4-yl]-(1,2,3,4-tetrahydro-naphthalen-1-yl)-amine, Hydrochloride). Reaction SMILES: [Cl:1][C:2]1[N:11]=[C:10](Cl)[C:9]2[C:4](=[CH:5][CH:6]=[CH:7][CH:8]=2)[N:3]=1.[CH:13]1([NH2:23])[C:22]2[C:17](=[CH:18][CH:19]=[CH:20][CH:21]=2)[CH2:16][CH2:15][CH2:14]1.[CH3:24][C:25]1[CH:29]=[C:28]([CH3:30])[NH:27][N:26]=1>>[ClH:1].[CH3:24][C:25]1[CH:29]=[C:28]([CH3:30])[N:27]([C:2]2[N:11]=[C:10]([NH:23][CH:13]3[C:22]4[C:17](=[CH:18][CH:19]=[CH:20][CH:21]=4)[CH2:16][CH2:15][CH2:14]3)[C:9]3[C:4](=[CH:5][CH:6]=[CH:7][CH:8]=3)[N:3]=2)[N:26]=1 |f:3.4|. Reported procedure: Was prepared according to Method A from 2,4-dichloroquinazoline, 1,2,3,4-tetrahydro-1-naphthylamine and 3,5-dimethylpyrazole. Mp. 221° C. Starting materials: C=C(CC(Cl)(Cl)Cl)c1cc(Br)nc(OC)c1, ClC(Cl)Cl, C=C(CC(Cl)(Cl)Cl)c1cc(Cl)nc(OC)c1, O=C(OO)c1cccc(Cl)c1. Product: COc1cc(C2(CC(Cl)(Cl)Cl)CO2)cc(Cl)n1. As a reaction SMILES: [Br:17][c:18]1[cH:19][c:20]([C:21](=[CH2:22])[CH2:23][C:24]([Cl:25])([Cl:26])[Cl:27])[cH:28][c:29]([O:31][CH3:30])[n:32]1.[CH:44]([Cl:45])([Cl:46])[Cl:47].[Cl:1][c:2]1[n:3][c:4]([O:15][CH3:16])[cH:5][c:6]([C:8]([CH2:9][C:10]([Cl:11])([Cl:12])[Cl:13])=[CH2:14])[cH:7]1.[Cl:33][c:34]1[cH:35][cH:36][cH:37][c:38]([C:39]([O:40][OH:41])=[O:42])[cH:43]1>>[Cl:1][c:2]1[n:3][c:4]([O:15][CH3:16])[cH:5][c:6]([C:8]2([CH2:9][C:10]([Cl:11])([Cl:12])[Cl:13])[CH2:14][O:31]2)[cH:7]1.